From a dataset of the Open Reaction Database (ORD), a public repository of structured organic reaction records. describe an organic reaction: reactants, conditions, products, and yield Starting materials: O.CC1=CC=C(C=C1)S(=O)(=O)O (4-methylbenzenesulphonic acid hydrate), OC1=C(C=CC=C1)NC(CC=1NC(C=C(N1)N1CCOCC1)=O)=O (N-(2-hydroxyphenyl)-2-[4-(morpholin-4-yl)-6-oxo-1,6-dihydropyrimidin-2-yl]acetamide). Solvent: C1(=CC=CC=C1)C (toluene). Run at temperature 0 celsius. Product: O1C(=NC2=C1C=CC=C2)CC2=NC(=CC(N2)=O)N2CCOCC2 (2-(1,3-benzoxazol-2-ylmethyl)-6-(morpholin-4-yl)pyrimidin-4(3H)-one). Yield: 8.5%. As a reaction SMILES: O.CC1C=CC(S(O)(=O)=O)=CC=1.O[C:14]1[CH:19]=[CH:18][CH:17]=[CH:16][C:15]=1[NH:20][C:21](=[O:36])[CH2:22][C:23]1[NH:24][C:25](=[O:35])[CH:26]=[C:27]([N:29]2[CH2:34][CH2:33][O:32][CH2:31][CH2:30]2)[N:28]=1>C1(C)C=CC=CC=1>[O:36]1[C:14]2[CH:19]=[CH:18][CH:17]=[CH:16][C:15]=2[N:20]=[C:21]1[CH2:22][C:23]1[NH:24][C:25](=[O:35])[CH:26]=[C:27]([N:29]2[CH2:30][CH2:31][O:32][CH2:33][CH2:34]2)[N:28]=1 |f:0.1|. Procedure: 20 mg of 4-methylbenzenesulphonic acid hydrate are added to a solution of 200 mg of N-(2-hydroxyphenyl)-2-[4-(morpholin-4-yl)-6-oxo-1,6-dihydropyrimidin-2-yl]acetamide in 40 ml of toluene. The reaction mixture is brought to reflux overnight. After cooling to 0° C., the insoluble material formed is filtered off. The filtrate is concentrated to dryness under reduced pressure and the residue is then chromatographed on a silica gel column, eluent: CH2Cl2/MeOH: 98/02 then 90/10. 16 mg of 2-(1,3-benzo... Starting materials: BrC=1C=NC(=NC1)C(=O)O (5-bromopyrimidine-2-carboxylic acid), C1(=CC=C(C=C1)S(=O)(=O)Cl)C (4-Toluenesulfonyl chloride). The solvent is CC(C)(C)O (t-BuOH), N1=CC=CC=C1 (pyridine). Reaction conditions: time 1 hour. The product is C(C)(C)(C)OC(=O)C1=NC=C(C=N1)Br (5-Bromo-pyrimidine-2-carboxylic acid tert-butyl ester). Isolated yield 56.4%. Reaction SMILES: [Br:1][C:2]1[CH:3]=[N:4][C:5]([C:8]([OH:10])=[O:9])=[N:6][CH:7]=1.[C:11]1([CH3:21])[CH:16]=CC(S(Cl)(=O)=O)=C[CH:12]=1>CC(O)(C)C.N1C=CC=CC=1>[C:11]([O:9][C:8]([C:5]1[N:6]=[CH:7][C:2]([Br:1])=[CH:3][N:4]=1)=[O:10])([CH3:21])([CH3:16])[CH3:12]. Procedure details: A suspension of 5-bromopyrimidine-2-carboxylic acid (690 mg, 3.40 mmol) in 6.8 mL t-BuOH and 1.9 mL pyridine was stirred at room temperature to 50° C. for 1 hr, and cooled to room temperature. 4-Toluenesulfonyl chloride (1.55 g, 8.12 mmol) was added portion wise. The mixture was stirred at room temperature for 1.5 h. The reaction was quenched with saturated aqueous NaHCO3 slowly, extracted with 3×Et2O, dried over Na2SO4, and concentrated. The residue was purified by Biotage column chromatography... The reactants are [Si](C)(C)(C(C)(C)C)O[C@H]1C[C@@H](CC2=CC=C3[C@@H]4CC=C([C@H](C)SC(=O)OC5=CC=CC=C5)[C@]4(CC[C@@H]3[C@@]12C)C)O (1α-(tert-butyldimethylsilyloxy)-3β-hydroxy-20(S)-phenoxycarbonylthiopregna-5,7,16-triene), BrCCCC(CC)(O)CC (6-bromo-3-ethyl-3-hexanol), O1CCCC1 (tetrahydrofuran), [OH-].[K+] (KOH). The solvent is CO (methanol). Yields the product [Si](C)(C)(C(C)(C)C)O[C@H]1C[C@@H](CC2=CC=C3[C@@H]4CC=C([C@H](C)SCCCC(CC)(O)CC)[C@]4(CC[C@@H]3[C@@]12C)C)O (1α-(tert-Butyldimethylsilyloxy)-3β-hydroxy-20(S)-(4-ethyl-4-hydroxyhexylthio)pregna-5,7,16-triene). Isolated yield 89.5%. As a reaction SMILES: [Si:1]([O:8][C@@H:9]1[C@@:37]2([CH3:38])[C:13](=[CH:14][CH:15]=[C:16]3[C@@H:36]2[CH2:35][CH2:34][C@@:33]2([CH3:39])[C@H:17]3[CH2:18][CH:19]=[C:20]2[C@@H:21]([S:23][C:24](OC2C=CC=CC=2)=O)[CH3:22])[CH2:12][C@@H:11]([OH:40])[CH2:10]1)([C:4]([CH3:7])([CH3:6])[CH3:5])([CH3:3])[CH3:2].BrC[CH2:43][CH2:44][C:45]([CH2:49][CH3:50])([OH:48])[CH2:46][CH3:47].O1CCCC1.[OH-].[K+]>CO>[Si:1]([O:8][C@@H:9]1[C@@:37]2([CH3:38])[C:13](=[CH:14][CH:15]=[C:16]3[C@@H:36]2[CH2:35][CH2:34][C@@:33]2([CH3:39])[C@H:17]3[CH2:18][CH:19]=[C:20]2[C@@H:21]([S:23][CH2:24][CH2:43][CH2:44][C:45]([CH2:49][CH3:50])([OH:48])[CH2:46][CH3:47])[CH3:22])[CH2:12][C@@H:11]([OH:40])[CH2:10]1)([C:4]([CH3:7])([CH3:6])[CH3:5])([CH3:2])[CH3:3] |f:3.4|. Procedure details: Under the same conditions as in Example 3, 1α-(tert-butyldimethylsilyloxy)-3β-hydroxy-20(S)-phenoxycarbonylthiopregna-5,7,16-triene (84.3 mg, 0.145 mmol), 6-bromo-3-ethyl-3-hexanol (152 mg, 0.725 mmol), tetrahydrofuran (1 ml) and 1M KOH solution in methanol (1 ml) were reacted and worked up, and then the residue was purified by preparative thin layer chromatography (0.5 mm×2, hexane:ethyl acetate=2:1, developed twice) to give 76.4 mg of a product, which was directly used in the subsequent reacti... Starting materials: C1(CCCC1)CC(C1=CC=C(C=C1)S(=O)(=O)C)C1=CC(=C(N1)C(=O)O)C (5-{2-cyclopentyl-1-[4-(methylsulfonyl)phenyl]ethyl}-3-methyl-1H-pyrrole-2-carboxylic acid), Cl.CN(CCCN=C=NCC)C (N-[3-(dimethylamino)propyl]-N′-ethylcarbodiimide hydrochloride). Solvent: CN(C=O)C (N,N-dimethylformamide), C(C)(=O)OCC (ethyl acetate). Run at time 8 hour. Product: C1(CCCC1)CC(C1=CC=C(C=C1)S(=O)(=O)C)C1=CC(=C(N1)C(=O)N)C (5-{2-cyclopentyl-1-[4-(methylsulfonyl)phenyl]ethyl}-3-methyl-1H-pyrrole-2-carboxamide). Yield: 97.1%. As a reaction SMILES: [CH:1]1([CH2:6][CH:7]([C:18]2[NH:22][C:21]([C:23]([OH:25])=O)=[C:20]([CH3:26])[CH:19]=2)[C:8]2[CH:13]=[CH:12][C:11]([S:14]([CH3:17])(=[O:16])=[O:15])=[CH:10][CH:9]=2)[CH2:5][CH2:4][CH2:3][CH2:2]1.Cl.C[N:29](C)CCCN=C=NCC>CN(C)C=O.C(OCC)(=O)C>[CH:1]1([CH2:6][CH:7]([C:18]2[NH:22][C:21]([C:23]([NH2:29])=[O:25])=[C:20]([CH3:26])[CH:19]=2)[C:8]2[CH:13]=[CH:12][C:11]([S:14]([CH3:17])(=[O:16])=[O:15])=[CH:10][CH:9]=2)[CH2:5][CH2:4][CH2:3][CH2:2]1 |f:1.2|. Procedure details: To a solution (5 mL) of 5-{2-cyclopentyl-1-[4-(methylsulfonyl)phenyl]ethyl}-3-methyl-1H-pyrrole-2-carboxylic acid (160 mg) in N,N-dimethylformamide were added under ice-cooling N-[3-(dimethylamino)propyl]-N′-ethylcarbodiimide hydrochloride (125 mg) and 1-hydroxybenzotriazole-ammonia complex (100 mg). The reaction mixture was slowly warmed to room temperature, and stirred overnight. The reaction mixture was diluted with ethyl acetate, and washed with saturated aqueous sodium hydrogen carbonate. T...